This data is from the Open Reaction Database (ORD), a public repository of structured organic reaction records. The task is: describe an organic reaction: reactants, conditions, products, and yield Starting materials: C1=CC=CC=2SC3=CC=CC=C3NC12 (phenothiazine), C(C)(=O)OC(C)=O (acetic anhydride). Run in C=1(C(=CC=CC1)C)C (xylene). Product: ( 5 ), C(C)(=O)N1C2=CC=CC=C2SC=2C=CC=CC12 (10-acetylphenothiazine). Yield: 93.7%. RXN SMILES: [CH:1]1[C:14]2[NH:13][C:12]3[C:7](=[CH:8][CH:9]=[CH:10][CH:11]=3)[S:6][C:5]=2[CH:4]=[CH:3][CH:2]=1.[C:15](OC(=O)C)(=[O:17])[CH3:16]>C1(C)C(C)=CC=CC=1>[C:15]([N:13]1[C:14]2[CH:1]=[CH:2][CH:3]=[CH:4][C:5]=2[S:6][C:7]2[C:12]1=[CH:11][CH:10]=[CH:9][CH:8]=2)(=[O:17])[CH3:16]. Procedure: The 10-acetylphenothiazine of formula (5) was synthesized by the following method. A 200-ml four-neck flask was loaded with 19.93 g (0.1 mole) of phenothiazine, 15.31 g (0.15 mole) of acetic anhydride, and 40 g of xylene, and the contents were subjected to heating under reflux conditions for 6 hours. The reaction liquid was cooled, the precipitate was separated by filtering, and the product washed with methanol. As a result, 22.6 g of 10-acetylphenothiazine having a molecular weight of 241.3 wer... The reactants are BrCCCCCCCCCCCCBr (1,12-dibromododecane), C1(CCCCC1)[Mg]Br (cyclohexyl magnesium bromide), C(C)(=O)OCC (ethyl acetate), S(O)(O)(=O)=O (sulfuric acid). The reagents and catalysts are [Li+].[Li+].[Cl-].[Cl-].[Cl-].[Cl-].[Cu+2] (dilithium tetrachlorocuprate). Run in O1CCCC1 (tetrahydrofuran), O1CCCC1 (THF). Run at time 8 hour. Yields the product C1(CCCCC1)CCCCCCCCCCCCBr (12-Cyclohexyldodecyl bromide). The yield is 40.2%. Reaction SMILES: Br[CH2:2][CH2:3][CH2:4][CH2:5][CH2:6][CH2:7][CH2:8][CH2:9][CH2:10][CH2:11][CH2:12][CH2:13][Br:14].[CH:15]1([Mg]Br)[CH2:20][CH2:19][CH2:18][CH2:17][CH2:16]1.S(=O)(=O)(O)O.C(OCC)(=O)C>O1CCCC1.[Li+].[Li+].[Cl-].[Cl-].[Cl-].[Cl-].[Cu+2]>[CH:15]1([CH2:2][CH2:3][CH2:4][CH2:5][CH2:6][CH2:7][CH2:8][CH2:9][CH2:10][CH2:11][CH2:12][CH2:13][Br:14])[CH2:20][CH2:19][CH2:18][CH2:17][CH2:16]1 |f:5.6.7.8.9.10.11|. Procedure details: To 98 g (0.30 mole) of 1,12-dibromododecane in 300 ml of anhydrous tetrahydrofuran (THF), cyclohexyl magnesium bromide (0.30 mole) in 300 ml of THF was added dropwise at 10°-15° C. over a period of 1.5 hours in the presence of 0.5 mole percent of dilithium tetrachlorocuprate (Li2CuCl4), and the mixture was stirred at room temperature overnight. To the reaction mixture 16 ml of 2N sulfuric acid was added until pH became about 2, and about 500 ml of ethyl acetate was added. The insoluble material ... Reaction SMILES: [CH2:1]([CH:8]1[CH2:13][CH2:12][N:11]([C:14](=[O:18])[C:15]([OH:17])=O)[CH2:10][CH2:9]1)[C:2]1[CH:7]=[CH:6][CH:5]=[CH:4][CH:3]=1.[N+:19]([C:22]1[CH:28]=[CH:27][C:25]([NH2:26])=[CH:24][CH:23]=1)([O-:21])=[O:20]>C(OCC)C>[CH2:1]([CH:8]1[CH2:9][CH2:10][N:11]([C:14](=[O:18])[C:15]([NH:26][C:25]2[CH:27]=[CH:28][C:22]([N+:19]([O-:21])=[O:20])=[CH:23][CH:24]=2)=[O:17])[CH2:12][CH2:13]1)[C:2]1[CH:3]=[CH:4][CH:5]=[CH:6][CH:7]=1. The solvent is C(C)OCC (diethylether). The product is C(C1=CC=CC=C1)C1CCN(CC1)C(C(=O)NC1=CC=C(C=C1)[N+](=O)[O-])=O (2-(4-Benzyl-piperidin-1-yl)-N-(4-nitrophenyl)-2-oxo-acetamide). The reactants are C(C1=CC=CC=C1)C1CCN(CC1)C(C(=O)O)=O ((4-benzyl-piperidin-1-yl)-oxo-acetic acid), [N+](=O)([O-])C1=CC=C(N)C=C1 (4-nitroaniline). Reported procedure: The title compound is prepared from (4-benzyl-piperidin-1-yl)-oxo-acetic acid (Example 5b) and 4-nitroaniline (Aldrich) according to the method described in Example 1c. Melting Point: 162-165° C. (diethylether) Starting materials: C(C1=CC=CC=C1)(=O)O (benzoic acid), O (water), N,N'-carbonyldiimidazole, NC1=NC2=NC(=CC=C2C=C1)OCCN(C)C (2-amino-7-(2-dimethylaminoethoxy)-1,8-naphthyridine). Run in C(C)(=O)OCC (ethyl acetate). Conditions: temperature 4 celsius. Yields the product CN(CCOC1=CC=C2C=CC(=NC2=N1)NC(C1=CC=CC=C1)=O)C (N-[7-(2-Dimethylaminoethoxy)-1,8-naphthyridin-2-yl]benzamide). The yield is 29.7%. RXN SMILES: [C:1]([OH:9])(=O)[C:2]1[CH:7]=[CH:6][CH:5]=[CH:4][CH:3]=1.[NH2:10][C:11]1[CH:20]=[CH:19][C:18]2[C:13](=[N:14][C:15]([O:21][CH2:22][CH2:23][N:24]([CH3:26])[CH3:25])=[CH:16][CH:17]=2)[N:12]=1.O>C(OCC)(=O)C>[CH3:25][N:24]([CH3:26])[CH2:23][CH2:22][O:21][C:15]1[N:14]=[C:13]2[C:18]([CH:19]=[CH:20][C:11]([NH:10][C:1](=[O:9])[C:2]3[CH:3]=[CH:4][CH:5]=[CH:6][CH:7]=3)=[N:12]2)=[CH:17][CH:16]=1. Procedure details: The procedure is similar to that described in Example 1, but starting with benzoic acid (5.5 g), N,N'-carbonyldiimidazole (8.1 g) and 2-amino-7-(2-dimethylaminoethoxy)-1,8-naphthyridine (11.6 g), heating for 5 hours under reflux. The reaction mixture is poured into water (1500 cc) and extracted with ethyl acetate (2×1000 cc). After concentration of the organic phases to dryness under reduced pressure (4 kPa), the oily residue obtained (9.2 g) is dissolved in boiling ethyl acetate (25 cc). Then, ... Starting materials: ClC1=CC=C(C=C1)C(C=O)C1=CC=CC=C1 (p-Chlorophenyl-phenylacetaldehyde), dimethylsulphoxonium methylide, CNC (dimethylamine), C(C)O (ethanol). The product is CN(CC(C(C1=CC=CC=C1)C1=CC=C(C=C1)Cl)O)C (3-dimethylamino-1-p-chlorophenyl-1-phenyl-propan-2-ol). Isolated yield 37.0%. RXN SMILES: [Cl:1][C:2]1[CH:7]=[CH:6][C:5]([CH:8]([C:11]2[CH:16]=[CH:15][CH:14]=[CH:13][CH:12]=2)[CH:9]=[O:10])=[CH:4][CH:3]=1.[CH3:17][NH:18][CH3:19].[CH2:20](O)C>>[CH3:17][N:18]([CH3:20])[CH2:19][CH:9]([OH:10])[CH:8]([C:5]1[CH:4]=[CH:3][C:2]([Cl:1])=[CH:7][CH:6]=1)[C:11]1[CH:12]=[CH:13][CH:14]=[CH:15][CH:16]=1. Reported procedure: p-Chlorophenyl-phenylacetaldehyde (5.68 g.) was reacted with dimethylsulphoxonium methylide and the crude epoxide obtained further reacted with dimethylamine in ethanol by the procedures described in Example 8 to give 3-dimethylamino-1-p-chlorophenyl-1-phenyl-propan-2-ol (2.6g., 37% from aldehyde) as an oil. The reactants are CCn1nc(Br)c2c(N3CC4CCC(C3)O4)nc(-c3ccc([N+](=O)[O-])cc3)nc21, C1CCNC1, CC(C)(C)[O-], Cc1ccccc1, [Na+]. Product: CCn1nc(N2CCCC2)c2c(N3CC4CCC(C3)O4)nc(-c3ccc([N+](=O)[O-])cc3)nc21. Reaction SMILES: [Br:1][c:2]1[n:3][n:4]([CH2:28][CH3:29])[c:5]2[n:6][c:7](-[c:19]3[cH:20][cH:21][c:22]([N+:25](=[O:26])[O-:27])[cH:23][cH:24]3)[n:8][c:9]([N:11]3[CH2:12][CH:13]4[CH2:14][CH2:15][CH:16]([CH2:17]3)[O:18]4)[c:10]12.[CH2:36]1[CH2:37][CH2:38][NH:39][CH2:40]1.[CH3:30][C:31]([CH3:32])([O-:33])[CH3:34].[CH3:41][c:42]1[cH:43][cH:44][cH:45][cH:46][cH:47]1.[Na+:35]>>[c:2]1([N:39]2[CH2:38][CH2:37][CH2:36][CH2:40]2)[n:3][n:4]([CH2:28][CH3:29])[c:5]2[n:6][c:7](-[c:19]3[cH:20][cH:21][c:22]([N+:25](=[O:26])[O-:27])[cH:23][cH:24]3)[n:8][c:9]([N:11]3[CH2:12][CH:13]4[CH2:14][CH2:15][CH:16]([CH2:17]3)[O:18]4)[c:10]12. Reactants: CN, CO, [I-], [Na+], O=C(c1ccco1)N1CCN(CCCl)CC1. The product is CNCCN1CCN(C(=O)c2ccco2)CC1. As a reaction SMILES: [CH3:19][NH2:20].[CH3:21][OH:22].[I-:18].[Na+:17].[o:1]1[c:2]([C:6](=[O:7])[N:8]2[CH2:9][CH2:10][N:11]([CH2:14][CH2:15][Cl:16])[CH2:12][CH2:13]2)[cH:3][cH:4][cH:5]1>>[o:1]1[c:2]([C:6](=[O:7])[N:8]2[CH2:9][CH2:10][N:11]([CH2:14][CH2:15][NH:20][CH3:19])[CH2:12][CH2:13]2)[cH:3][cH:4][cH:5]1.